describe an organic reaction: reactants, conditions, products, and yield From a dataset of the Open Reaction Database (ORD), a public repository of structured organic reaction records. The reactants are C(C)(=O)OCC (Ethyl acetate), O=C(C(C(=O)OCC)C1=CC=CC=C1)C (ethyl 3-oxo-2-phenylbutanoate), Cl.C(CCC)(N)=N (butanimidamide hydrochloride), N12CCCCCC2=NCCC1 (1,8-diazabicyclo[5.4.0]undec-7-ene). Run in O (water), CN(C=O)C (N,N-dimethylformamide). Conditions: temperature 100 celsius, time 15 hour. Product: CC1=C(C(NC(=N1)CCC)=O)C1=CC=CC=C1 (6-methyl-5-phenyl-2-propylpyrimidin-4(3H)-one). Reaction SMILES: O=[C:2]([CH3:15])[CH:3]([C:9]1[CH:14]=[CH:13][CH:12]=[CH:11][CH:10]=1)[C:4]([O:6]CC)=O.Cl.[C:17](=[NH:22])([NH2:21])[CH2:18][CH2:19][CH3:20].N12CCCN=C1CCCCC2.C(OCC)(=O)C>CN(C)C=O.O>[CH3:15][C:2]1[N:21]=[C:17]([CH2:18][CH2:19][CH3:20])[NH:22][C:4](=[O:6])[C:3]=1[C:9]1[CH:10]=[CH:11][CH:12]=[CH:13][CH:14]=1 |f:1.2|. Procedure: To a solution of ethyl 3-oxo-2-phenylbutanoate (2.28 g) and butanimidamide hydrochloride (2.04 g) in N,N-dimethylformamide (30 mL) was added 1,8-diazabicyclo[5.4.0]undec-7-ene (5.0 mL), and the mixture was stirred at 100° C. for 15 hr. Ethyl acetate and water were added to the reaction mixture, and the aqueous layer was extracted with ethyl acetate. The organic layer was washed with saturated brine and dried over anhydrous magnesium sulfate. The solvent was evaporated and the residue was purifie...